From a dataset of the Open Reaction Database (ORD), a public repository of structured organic reaction records. describe an organic reaction: reactants, conditions, products, and yield The reactants are FC=1C(=C(C=CC1)/C=C/C(=O)OC)N=C=NC1=C(C=CC(=C1)C(F)(F)F)OC (methyl (2E)-3-{3-fluoro-2-[({[2-methoxy-5-(trifluoromethyl)phenyl]-imino}methylene)amino]phenyl}-2-propenoate), COC=1C=C(C=CC1)N1CCNCC1 (1-(3-methoxyphenyl)piperazine). Solvent: ClCCl (dichloromethane). Yields the product FC=1C=CC=C2C(N(C(=NC12)N1CCN(CC1)C1=CC(=CC=C1)OC)C1=C(C=CC(=C1)C(F)(F)F)OC)CC(=O)OC (Methyl {8-fluoro-2-[4-(3-methoxyphenyl)-1-piperazinyl]-3-[2-methoxy-5-(trifluoromethyl)-phenyl]-3,4-dihydro-4-quinazolinyl}acetate). As a reaction SMILES: [F:1][C:2]1[C:3]([N:14]=[C:15]=[N:16][C:17]2[CH:22]=[C:21]([C:23]([F:26])([F:25])[F:24])[CH:20]=[CH:19][C:18]=2[O:27][CH3:28])=[C:4](/[CH:8]=[CH:9]/[C:10]([O:12][CH3:13])=[O:11])[CH:5]=[CH:6][CH:7]=1.[CH3:29][O:30][C:31]1[CH:32]=[C:33]([N:37]2[CH2:42][CH2:41][NH:40][CH2:39][CH2:38]2)[CH:34]=[CH:35][CH:36]=1>ClCCl>[F:1][C:2]1[CH:7]=[CH:6][CH:5]=[C:4]2[C:3]=1[N:14]=[C:15]([N:40]1[CH2:39][CH2:38][N:37]([C:33]3[CH:34]=[CH:35][CH:36]=[C:31]([O:30][CH3:29])[CH:32]=3)[CH2:42][CH2:41]1)[N:16]([C:17]1[CH:22]=[C:21]([C:23]([F:26])([F:25])[F:24])[CH:20]=[CH:19][C:18]=1[O:27][CH3:28])[CH:8]2[CH2:9][C:10]([O:12][CH3:13])=[O:11]. Procedure details: 700 mg (1.78 mmol) of methyl (2E)-3-{3-fluoro-2-[({[2-methoxy-5-(trifluoromethyl)phenyl]-imino}methylene)amino]phenyl}-2-propenoate (Example 18A), 341 mg (1.78 mmol) of 1-(3-methoxyphenyl)piperazine and a spatula tip of silica gel are stirred in 20 ml of dichloromethane at room temperature for one hour and then under reflux for 35 hours. The target compound is obtained after purification on silica gel (dichloromethane, dichloromethane/ethyl acetate 10:1). Starting materials: Cl (HCl), C(C)OCC (Diethyl ether), [Si](C)(C)(C(C)(C)C)O[C@H]1CN(CC1)C=1C=CC(=NC1)NC=1N=CC2=C(N1)N(C1=C2C=CN=C1F)C1CCCC1 (N-(5-((3R)-3-((tert-butyl(dimethyl)silyl)oxy)-1-pyrrolidinyl)-2-pyridinyl)-9-cyclopentyl-8-fluoro-9H-pyrido[4′,3′:4,5]pyrrolo[2,3-d]pyrimidin-2-amine), [F-].C(CCC)[N+](CCCC)(CCCC)CCCC (Tetrabutylammonium fluoride). Run in C(C)O (ethanol), CO (methanol), C1CCOC1 (THF), C1CCOC1 (THF). Reaction conditions: time 4 hour. Product: C1(CCCC1)N1C2=C(C3=C1N=C(N=C3)NC3=CC=C(C=N3)N3C[C@@H](CC3)O)C=CN=C2F ((3R)-1-(6-((9-cyclopentyl-8-fluoro-9H-pyrido[4′,3′:4,5]pyrrolo[2,3-d]pyrimidin-2-yl)amino)-3-pyridinyl)-3-pyrrolidinol). Isolated yield 0.1%. As a reaction SMILES: [Si]([O:8][C@@H:9]1[CH2:13][CH2:12][N:11]([C:14]2[CH:15]=[CH:16][C:17]([NH:20][C:21]3[N:22]=[CH:23][C:24]4[C:29]5[CH:30]=[CH:31][N:32]=[C:33]([F:34])[C:28]=5[N:27]([CH:35]5[CH2:39][CH2:38][CH2:37][CH2:36]5)[C:25]=4[N:26]=3)=[N:18][CH:19]=2)[CH2:10]1)(C(C)(C)C)(C)C.[F-].C([N+](CCCC)(CCCC)CCCC)CCC.Cl.C(OCC)C>C1COCC1.CO.C(O)C>[CH:35]1([N:27]2[C:25]3[N:26]=[C:21]([NH:20][C:17]4[N:18]=[CH:19][C:14]([N:11]5[CH2:12][CH2:13][C@@H:9]([OH:8])[CH2:10]5)=[CH:15][CH:16]=4)[N:22]=[CH:23][C:24]=3[C:29]3[CH:30]=[CH:31][N:32]=[C:33]([F:34])[C:28]2=3)[CH2:36][CH2:37][CH2:38][CH2:39]1 |f:1.2|. Procedure: Compound 278 (58 mg, 106 mmol) was dissolved in THF (2 mL). Tetrabutylammonium fluoride, 1.0M in THF (0.5 mL, 0.500 mmol) was added and the reaction stirred at room temperature for 4 hours. The solvent was removed to give an orange oil. Silica gel chromatography (gradient elution ethyl acetate+2.5% TEA/0-5% methanol) afforded a yellow solid. This residue was taken up in methanol (2 mL) and HCl in ethanol (1.0M, 0.5 mL) was added. Diethyl ether (20 mL) was added to precipitate the product, which ...